describe an organic reaction: reactants, conditions, products, and yield From a dataset of the Open Reaction Database (ORD), a public repository of structured organic reaction records. Reactants: CCCCCCCCCC(=O)N[C@@H]1[C@H]([C@@H]([C@H](O[C@H]1OC2=C3C=C4C=C2OC5=C(C=C(C=C5)[C@H]([C@H]6C(=O)N[C@H](C7=CC(=CC(=C7C8=C(C=CC(=C8)[C@H](C(=O)N6)NC(=O)[C@@H]4NC(=O)[C@@H]9C1=CC(=CC(=C1)O)OC1=C(C=CC(=C1)[C@H](C(=O)N[C@H](CC1=CC(=C(O3)C=C1)Cl)C(=O)N9)N)O)O)O[C@@H]1[C@H]([C@H]([C@@H]([C@H](O1)CO)O)O)O)O)C(=O)O)O[C@H]1[C@@H]([C@H]([C@@H]([C@H](O1)CO)O)O)NC(=O)C)Cl)CO)O)O (teichomycin), A1, A2, A3, ice, C(C)(=O)O (acetic acid), solution, Cl (HCl). Run in C(C)OCC (ethyl ether). Run at temperature 80 celsius. Yields the product CC(=O)N[C@H]1[C@H]([C@@H]([C@@H](O[C@H]1OC2=C3C=C4C=C2OC=5C=CC(=CC5Cl)[C@H]([C@H]6C(=O)N[C@@H](C=7C=C(C=C(C7C=8C=C(C=CC8O)[C@H](C(=O)N6)NC(=O)[C@@H]4NC(=O)[C@@H]9C1=CC(=CC(=C1)OC=1C=C(C=CC1O)[C@H](C(=O)N[C@H](CC=1C=CC(=C(C1)Cl)O3)C(=O)N9)N)O)O[C@@H]1[C@H]([C@@H]([C@@H]([C@H](O1)CO)O)O)O)O)C(=O)O)O[C@H]1[C@H]([C@H]([C@@H]([C@@H](O1)CO)O)O)NC(=O)C)CO)O)O (teicoplanin). As a reaction SMILES: CCCCCCCC[CH2:9][C:10]([NH:12][C@H:13]1[C@H:18]([O:19][C:20]2[C:25]3[O:26][C:27]4[CH:32]=[CH:31][C:30]([C@@H:33]([O:113][C@@H:114]5[O:119][C@H:118]([CH2:120][OH:121])[C@@H:117]([OH:122])[C@H:116]([OH:123])[C@H:115]5[NH:124][C:125]([CH3:127])=[O:126])[C@@H:34]5[NH:54][C:52](=[O:53])[C@H:51]([NH:55][C:56]([C@@H:58]6[NH:59][C:60]([C@H:62]7[NH:93][C:91](=[O:92])[C@@H:81]([CH2:82][C:83]8[CH:89]=[CH:88][C:86]([O:87][C:21]=2[CH:22]=[C:23]6[CH:24]=3)=[C:85]([Cl:90])[CH:84]=8)[NH:80][C:78](=[O:79])[C@H:77]([NH2:94])[C:75]2=[CH:76][C:71](=[C:72]([OH:95])[CH:73]=[CH:74]2)[O:70][C:65]2=[CH:66][C:67]([OH:69])=[CH:68][C:63]7=[CH:64]2)=[O:61])=[O:57])[C:49]2=[CH:50][C:45](=[C:46]([OH:96])[CH:47]=[CH:48]2)[C:44]2[C:39](=[CH:40][C:41]([OH:109])=[CH:42][C:43]=2[O:97][C@H:98]2[O:103][C@H:102]([CH2:104][OH:105])[C@@H:101]([OH:106])[C@H:100]([OH:107])[C@@H:99]2[OH:108])[C@H:38]([C:110]([OH:112])=[O:111])[NH:37][C:35]5=[O:36])=[CH:29][C:28]=4[Cl:128])[O:17][C@H:16]([CH2:129][OH:130])[C@@H:15]([OH:131])[C@@H:14]1[OH:132])=[O:11].C(O)(=O)C.Cl>C(OCC)C>[CH3:9][C:10]([NH:12][C@@H:13]1[C@H:18]([O:19][C:20]2[C:25]3[O:26][C:27]4[CH:32]=[CH:31][C:30]([C@@H:33]([O:113][C@@H:114]5[O:119][C@@H:118]([CH2:120][OH:121])[C@@H:117]([OH:122])[C@H:116]([OH:123])[C@@H:115]5[NH:124][C:125]([CH3:127])=[O:126])[C@@H:34]5[NH:54][C:52](=[O:53])[C@H:51]([NH:55][C:56]([C@@H:58]6[NH:59][C:60]([C@H:62]7[NH:93][C:91](=[O:92])[C@@H:81]([CH2:82][C:83]8[CH:89]=[CH:88][C:86]([O:87][C:21]=2[CH:22]=[C:23]6[CH:24]=3)=[C:85]([Cl:90])[CH:84]=8)[NH:80][C:78](=[O:79])[C@H:77]([NH2:94])[C:75]2[CH:74]=[CH:73][C:72]([OH:95])=[C:71]([CH:76]=2)[O:70][C:65]2=[CH:64][C:63]7=[CH:68][C:67]([OH:69])=[CH:66]2)=[O:61])=[O:57])[C:49]2[CH:48]=[CH:47][C:46]([OH:96])=[C:45]([CH:50]=2)[C:44]2[C:43]([O:97][C@H:98]3[O:103][C@H:102]([CH2:104][OH:105])[C@@H:101]([OH:106])[C@@H:100]([OH:107])[C@@H:99]3[OH:108])=[CH:42][C:41]([OH:109])=[CH:40][C:39]=2[C@@H:38]([C:110]([OH:112])=[O:111])[NH:37][C:35]5=[O:36])=[CH:29][C:28]=4[Cl:128])[O:17][C@@H:16]([CH2:129][OH:130])[C@@H:15]([OH:131])[C@@H:14]1[OH:132])=[O:11]. Procedure: 2.65 g of teicoplanin complex (i.e. the antibiotic complex containing teichomycin factors A1, A2 and A3, as obtained by fermentation of strain ATCC 31121 according to U.S. Pat. No. 4,239,751), is dissolved with stirring into 180 ml of acetic acid. To this solution 20 ml of 37% (w/v) HCl are added and the mixture is heated at 80° C. for one hour (the reaction time has been determined according to previous experiments where the reaction was followed by HPLC). After cooling to room temperature, the...